Dataset: the Open Reaction Database (ORD), a public repository of structured organic reaction records. Task: describe an organic reaction: reactants, conditions, products, and yield Reactants: ClC=1C=C2CCOC(C2=CC1)CCCl (6-chloro-1-(2-chloroethyl)isochroman), O.Cl.Cl.C1(OCCC2=CC=CC=C12)CCN1CCN(CC1)C1=C(C=CC=C1)OC (1-[2-(Isochroman-1-yl)ethyl]-4-(2-methoxyphenyl)piperazine dihydrochloride monohydrate). Yields the product Cl.Cl.ClC=1C=C2CCOC(C2=CC1)CCN1CCN(CC1)C1=CC=C(C=C1)OC (1-[2-(6-Chloroisochroman-1-yl)ethyl]-4-(4-methoxyphenyl)piperazine dihydrochloride). RXN SMILES: [Cl:1]C1C=C2C(=CC=1)C(CCCl)[O:7][CH2:6]C2.[OH2:15].[ClH:16].Cl.[CH:18]1([CH2:28][CH2:29][N:30]2[CH2:35][CH2:34][N:33]([C:36]3[CH:41]=[CH:40][CH:39]=[CH:38][C:37]=3OC)[CH2:32][CH2:31]2)[C:27]2[C:22](=[CH:23][CH:24]=[CH:25][CH:26]=2)[CH2:21][CH2:20]O1>>[ClH:1].[ClH:16].[Cl:16][C:24]1[CH:23]=[C:22]2[C:27](=[CH:26][CH:25]=1)[CH:18]([CH2:28][CH2:29][N:30]1[CH2:31][CH2:32][N:33]([C:36]3[CH:41]=[CH:40][C:39]([O:7][CH3:6])=[CH:38][CH:37]=3)[CH2:34][CH2:35]1)[O:15][CH2:20][CH2:21]2 |f:1.2.3.4,5.6.7|. Procedure: Following the general procedure of EXAMPLE 1 and making non-critical variations but using 6-chloro-1-(2-chloroethyl)isochroman (LXIV, 0.2315 g, 0.972 mmol) and 1-(4-methoxyphenyl)piperazine dihydrochloride (XI, 0.3772 g, 1.00 mmol), the title compound is obtained, mp 203.5-208°; MS (m/z) 386; IR (mineral oil) 1512, 2388, 1485, 1261, 1118 and 1105 cm-1. Reaction SMILES: [C:32]([O-:33])(=[O:34])[CH3:35].[C:37]([O-:38])(=[O:39])[CH3:40].[Cl:1][c:2]1[cH:3][cH:4][cH:5][c:6]2[c:10]1[C:9](=[O:11])[CH:8]([CH3:12])[CH2:7]2.[F:13][C:14]([c:15]1[cH:16][cH:17][c:18]([B:21]([OH:22])[OH:23])[cH:19][cH:20]1)([F:24])[F:25].[Na+:26].[Na+:27].[O-:28][C:29](=[O:30])[O-:31].[OH2:41].[Pd+2:36]>>[c:2]1(-[c:18]2[cH:17][cH:16][c:15]([C:14]([F:13])([F:24])[F:25])[cH:20][cH:19]2)[cH:3][cH:4][cH:5][c:6]2[c:10]1[C:9](=[O:11])[CH:8]([CH3:12])[CH2:7]2. Starting materials: CC(=O)[O-], CC(=O)[O-], CC1Cc2cccc(Cl)c2C1=O, OB(O)c1ccc(C(F)(F)F)cc1, [Na+], [Na+], O=C([O-])[O-], O, [Pd+2]. The product is CC1Cc2cccc(-c3ccc(C(F)(F)F)cc3)c2C1=O. The reactants are BrC=1C2=C(SC1C(=O)OCC)C=CC=C2C (ethyl 3-bromo-4-methyl-benzo[b]thiophene-2-carboxylate), [OH-].[K+] (potassium hydroxide). The solvent is CO (methanol), O (water). Reaction conditions: temperature 70 celsius, time 1 hour. The product is BrC=1C2=C(SC1C(=O)O)C=CC=C2C (3-bromo-4-methyl-benzo[b]thiophene-2-carboxylic acid). As a reaction SMILES: [Br:1][C:2]1[C:3]2[C:15]([CH3:16])=[CH:14][CH:13]=[CH:12][C:4]=2[S:5][C:6]=1[C:7]([O:9]CC)=[O:8].[OH-].[K+]>CO.O>[Br:1][C:2]1[C:3]2[C:15]([CH3:16])=[CH:14][CH:13]=[CH:12][C:4]=2[S:5][C:6]=1[C:7]([OH:9])=[O:8] |f:1.2|. Procedure details: A solution of ethyl 3-bromo-4-methyl-benzo[b]thiophene-2-carboxylate (23b) (640 mg, 2.14 mmol) and potassium hydroxide (1.17 g, 21 mmol) in a mixture of methanol (10 mL) and water (5 mL) was warmed at 70° C. After 1 hour, methanol was evaporated and water (10 mL) was added to the reaction mixture which was washed with diethyl ether (10 mL). The aqueous layer was acidified to pH 2 with a hydrochloric acid solution 1N and extracted with ethyl acetate (2×10 mL). The organic layer was washed with br... Reactants: ClCCl, CCc1ccc(C(=O)Cl)cc1, [Cl-], Cl, c1ccsc1. Yields the product CCc1ccc(C(=O)c2cccs2)cc1. As a reaction SMILES: [CH2:19]([Cl:20])[Cl:21].[CH2:1]([CH3:2])[c:3]1[cH:4][cH:5][c:6]([C:7](=[O:8])[Cl:9])[cH:10][cH:11]1.[Cl-:17].[ClH:18].[cH:12]1[cH:13][cH:14][s:15][cH:16]1>>[CH2:1]([CH3:2])[c:3]1[cH:4][cH:5][c:6]([C:7](=[O:8])[c:14]2[cH:13][cH:12][cH:16][s:15]2)[cH:10][cH:11]1. Starting materials: CC(=O)OC(C)=O, O=CO, ClCCl, CC(CC(CS(=O)(=O)N1CCN(c2ccc(C#Cc3ccccc3)cc2)CC1)NO)c1ccccc1. Yields the product CC(CC(CS(=O)(=O)N1CCN(c2ccc(C#Cc3ccccc3)cc2)CC1)N(O)C=O)c1ccccc1. Reaction SMILES: [CH3:4][C:5]([O:6][C:7](=[O:8])[CH3:9])=[O:10].[CH:1](=[O:2])[OH:3].[Cl:47][CH2:48][Cl:49].[OH:11][NH:12][CH:13]([CH2:14][S:15](=[O:16])(=[O:17])[N:18]1[CH2:19][CH2:20][N:21]([c:24]2[cH:25][cH:26][c:27]([C:30]#[C:31][c:32]3[cH:33][cH:34][cH:35][cH:36][cH:37]3)[cH:28][cH:29]2)[CH2:22][CH2:23]1)[CH2:38][CH:39]([CH3:40])[c:41]1[cH:42][cH:43][cH:44][cH:45][cH:46]1>>[CH:1](=[O:3])[N:12]([OH:11])[CH:13]([CH2:14][S:15](=[O:16])(=[O:17])[N:18]1[CH2:19][CH2:20][N:21]([c:24]2[cH:25][cH:26][c:27]([C:30]#[C:31][c:32]3[cH:33][cH:34][cH:35][cH:36][cH:37]3)[cH:28][cH:29]2)[CH2:22][CH2:23]1)[CH2:38][CH:39]([CH3:40])[c:41]1[cH:42][cH:43][cH:44][cH:45][cH:46]1.